Task: describe an organic reaction: reactants, conditions, products, and yield. Dataset: the Open Reaction Database (ORD), a public repository of structured organic reaction records The reactants are C1(=CCCC1)N1CCOCC1 (N-cyclopentenyl morpholine), OC1=C(C=O)C=CC(=C1)OC (2-hydroxy-4-methoxybenzaldehyde), C1=CC=CC=C1 (benzene), Cl (hydrochloric acid). Yields the product OC1=C(C=C2C(CCC2)=O)C=CC(=C1)OC (2-(2-hydroxy-4-methoxybenzylidene)cyclopentanone). Reported procedure: With reflux device installed, 36.8 g (0.24 mol) of N-cyclopentenyl morpholine, 0.20 mol of 2-hydroxy-4-methoxybenzaldehyde and 200 mL of benzene were added to a round bottom flask and heated under reflux for 20 h. The resulting solution was cooled to 30° C., and slowly stirred while 62 mL of hydrochloric acid (6 mol/L) was added. After stirring for 2 h at room temperature, the benzene layer was separated and washed with water to neutral, and dried over anhydrous sodium sulfate overnight. Then th... Run at temperature 30 celsius, time 2 hour. The yield is 70.6%. As a reaction SMILES: C1(N2CC[O:9]CC2)CCCC=1.[OH:12][C:13]1[CH:20]=[C:19]([O:21][CH3:22])[CH:18]=[CH:17][C:14]=1[CH:15]=O.Cl.[CH:24]1[CH:29]=[CH:28][CH:27]=[CH:26]C=1>>[OH:12][C:13]1[CH:20]=[C:19]([O:21][CH3:22])[CH:18]=[CH:17][C:14]=1[CH:15]=[C:26]1[CH2:27][CH2:28][CH2:29][C:24]1=[O:9].